This data is from the Open Reaction Database (ORD), a public repository of structured organic reaction records. The task is: describe an organic reaction: reactants, conditions, products, and yield Reactants: O(S(=O)(=O)C(F)(F)F)CCOC (2-methoxyethyl triflate), COCCO (2-methoxyethanol), FC(S(=O)(=O)OS(=O)(=O)C(F)(F)F)(F)F (trifluoromethanesulphonic anhydride), C1(=CC=CC=C1)C(N1C(=NC(=C1)C(C)=O)C)(C1=CC=CC=C1)C1=CC=CC=C1 (1-(Triphenylmethyl)-2-methyl-4-acetylimidazole). The solvent is C(Cl)Cl (DCM), C(Cl)Cl (DCM). Run at time 40 hour. The product is COCCN1C(=NC=C1C(C)=O)C (1-(2-Methoxyethyl)-2-methyl-5-acetylimidazole). RXN SMILES: O([CH2:9][CH2:10][O:11][CH3:12])S(C(F)(F)F)(=O)=O.COCCO.FC(F)(F)S(OS(C(F)(F)F)(=O)=O)(=O)=O.C1(C(C2C=CC=CC=2)(C2C=CC=CC=2)[N:40]2[CH:44]=[C:43]([C:45](=[O:47])[CH3:46])[N:42]=[C:41]2[CH3:48])C=CC=CC=1>C(Cl)Cl>[CH3:12][O:11][CH2:10][CH2:9][N:42]1[C:43]([C:45](=[O:47])[CH3:46])=[CH:44][N:40]=[C:41]1[CH3:48]. Reported procedure: A solution of 2-methoxyethyl triflate (prepared on a 6 mmole scale from 2-methoxyethanol and trifluoromethanesulphonic anhydride by the method published in Synthesis 1982 85) in DCM (20 ml) was added dropwise to a solution of 1-(triphenylmethyl)-2-methyl-4-acetylimidazole (Method 34; 1.5 g, 4 mmol) in DCM (5 ml) and the mixture was stirred for 40 hours at ambient temperature. The volatiles were removed by evaporation to give a solid (2.4 g) which was purified by flash chromatography on silica ge... The reactants are B, COc1cc(OC)nc(C2(O)OC(=O)c3c(-c4ccccc4)ccnc32)n1, CCO, [Na]. Product: COc1cc(OC)nc(C2OC(=O)c3c(-c4ccccc4)ccnc32)n1. RXN SMILES: [BH3:28].[CH3:1][O:2][c:3]1[n:4][c:5]([C:11]2([OH:27])[O:12][C:13](=[O:26])[c:14]3[c:15]2[n:16][cH:17][cH:18][c:19]3-[c:20]2[cH:21][cH:22][cH:23][cH:24][cH:25]2)[n:6][c:7]([O:9][CH3:10])[cH:8]1.[CH3:30][CH2:31][OH:32].[Na:29]>>[CH3:1][O:2][c:3]1[n:4][c:5]([CH:11]2[O:12][C:13](=[O:26])[c:14]3[c:15]2[n:16][cH:17][cH:18][c:19]3-[c:20]2[cH:21][cH:22][cH:23][cH:24][cH:25]2)[n:6][c:7]([O:9][CH3:10])[cH:8]1.